From a dataset of the Open Reaction Database (ORD), a public repository of structured organic reaction records. describe an organic reaction: reactants, conditions, products, and yield The reactants are compound, Cl (hydrochloric acid), C(C)[C@]1(C(OCC=2C(N3CC=4C(=NC=5C=C(C(=C6C5C4C(CC6)NC(C(F)(F)F)=O)F)F)C3=CC21)=O)=O)O ((9S)-9-Ethyl-4,5-difluoro-2,3-dihydro-9-hydroxy-1-trifluoroacetylamino-1H,12H-benzo[de]pyrano[3',4': 6,7]indolizino[1,2-b]quinoline-10,13(9H,15H)-dione). Product: Cl.NC1CCC=2C=3C1=C1C(=NC3C=C(C2F)F)C2=CC3=C(C(N2C1)=O)COC([C@]3(O)CC)=O ((9S)-1-Amino-9-ethyl-4,5-difluoro-2,3-dihydro-9-hydroxy-1H,12H-benzo[de]pyrano[3',4': 6,7]indolizino[1,2-b]quinoline-10,13(9H,15H)-dione hydrochloride). As a reaction SMILES: [CH2:1]([C@:3]1([OH:38])[C:35]2[CH:34]=[C:33]3[N:9]([CH2:10][C:11]4[C:12]3=[N:13][C:14]3[CH:15]=[C:16]([F:32])[C:17]([F:31])=[C:18]5[CH2:23][CH2:22][CH:21]([NH:24]C(=O)C(F)(F)F)[C:20]=4[C:19]=35)[C:8](=[O:36])[C:7]=2[CH2:6][O:5][C:4]1=[O:37])[CH3:2].[ClH:39]>>[ClH:39].[NH2:24][CH:21]1[C:20]2=[C:11]3[CH2:10][N:9]4[C:33](=[CH:34][C:35]5[C@:3]([CH2:1][CH3:2])([OH:38])[C:4](=[O:37])[O:5][CH2:6][C:7]=5[C:8]4=[O:36])[C:12]3=[N:13][C:14]3[CH:15]=[C:16]([F:32])[C:17]([F:31])=[C:18]([C:19]=32)[CH2:23][CH2:22]1 |f:2.3|. Procedure details: 30 ml of 1N hydrochloric acid was added to 95 mg of the compound prepared in (11) above, and the mixture was heated under reflux for 1 hour. The solvent was evaporated and 30 ml of water was added to remove insoluble substances by filtration. The filtrate was purified with HPLC (CAPCELL PAK C18) using a mixture of acetonitrile-water-1N hydrochloric acid (20:80:1) to obtain 6.2 mg of Isomer A and 5.9 mg Isomer B of the title compound. Starting materials: CC1(OCC2=C(O1)C=CC(=C2)[C@H](CN[C@@H]2CC1=CC(=CC=C1CC2)O)O)C ((-)-(1R)-1-(2,2-Dimethylbenzo[1,2-d]-1,3-dioxan-6-yl)2-[((2S)-7-hydroxy-1,2,3,4-tetrahydronaphthalen-2-yl)amino]-ethanol), C(C)(C)N(C(C)C)CC (N,N-diisopropylethylamine), O (water), FC(C(=O)OC(C(F)(F)F)=O)(F)F (trifluoroacetic anhydride). Solvent: C(Cl)Cl (methylene chloride), CO (methanol), C(Cl)Cl (methylene chloride), [Cl-].[Na+].O (brine). Reaction conditions: temperature -15 celsius. Product: CC1(OCC2=C(O1)C=CC(=C2)[C@H](CN[C@@H]2CC1=CC(=CC=C1CC2)OCC(=O)N(C)C)O)C ((-)-(2R)-2-[(2S)-2-[[2-(2,2-dimethylbenzo[1,2-d]-1,3-dioxan-6-yl)-2-hydroxyethyl]amino]-1,2,3,4-tetrahydronaphthalen-7-yloxy]-N,N-dimethylacetamide). As a reaction SMILES: [CH3:1][C:2]1([CH3:27])[O:7][C:6]2[CH:8]=[CH:9][C:10]([C@@H:12]([OH:26])[CH2:13][NH:14][C@H:15]3[CH2:24][CH2:23][C:22]4[C:17](=[CH:18][C:19]([OH:25])=[CH:20][CH:21]=4)[CH2:16]3)=[CH:11][C:5]=2[CH2:4][O:3]1.[CH:28]([N:31]([CH2:35]C)[CH:32](C)C)(C)[CH3:29].FC(F)(F)C(OC(=O)C(F)(F)F)=[O:40].O>C(Cl)Cl.[Cl-].[Na+].O.CO>[CH3:1][C:2]1([CH3:27])[O:7][C:6]2[CH:8]=[CH:9][C:10]([C@@H:12]([OH:26])[CH2:13][NH:14][C@H:15]3[CH2:24][CH2:23][C:22]4[C:17](=[CH:18][C:19]([O:25][CH2:29][C:28]([N:31]([CH3:35])[CH3:32])=[O:40])=[CH:20][CH:21]=4)[CH2:16]3)=[CH:11][C:5]=2[CH2:4][O:3]1 |f:5.6.7|. Reported procedure: (-)-(1R)-1-(2,2-Dimethylbenzo[1,2-d]-1,3-dioxan-6-yl)2-[((2S)-7-hydroxy-1,2,3,4-tetrahydronaphthalen-2-yl)amino]-ethanol (5.15 g) and 11.3 ml of N,N-diisopropylethylamine were added to 125 ml of methylene chloride, a solution of 5.51 ml of trifluoroacetic anhydride in 16 ml of methylene chloride was added to the resulting suspension with stirring at -15° C., and the mixture was subjected to 30 minutes of reaction. The reaction solution was washed with water and dried over anhydrous magnesium sul... Solvent: O (Water), CCCCCC (hexane), C1CCOC1 (THF), C1CCOC1 (THF). Reactants: ICCC (iodopropane), C(CCC)[Li] (n-butyllithium), C(CCC)[Li] (n-butyllithium), O1C=CC=C1 (furan), CN(CCN(C)C)C (tetramethylethylenediamine), C1CO1 (ethylene oxide). Run at time 2 hour. RXN SMILES: [CH2:1]([Li])[CH2:2][CH2:3]C.[O:6]1[CH:10]=[CH:9][CH:8]=[CH:7]1.CN(C)CCN(C)C.ICCC.[CH2:23]1[O:25][CH2:24]1>CCCCCC.C1COCC1.O>[CH2:3]([C:10]1[O:6][C:7]([CH2:23][CH2:24][OH:25])=[CH:8][CH:9]=1)[CH2:2][CH3:1]. Procedure details: A solution of n-butyllithium in hexane (1.55M, 100 ml) was added over 5 min to a stirred solution of furan (10 g) and tetramethylethylenediamine (17.4 g) in dry THF (100 ml) at 0° under nitrogen. The mixture was stirred for 2 h at 0°, treated with iodopropane (25 g) over 15 min at 0° (reaction exothermic), and stirred at 0° for 1 h and at 23° for 1 h. The mixture was cooled to 0°, n-butyllithium (1.55M, 100 ml) was added over 10 min and the mixture stirred at 0° for a further 1 h. The mixture wa... Product: C(CC)C1=CC=C(O1)CCO (5-Propyl-2-furanethanol). The reactants are C(=O)(N1C=NC=C1)N1C=NC=C1 (carbonyldiimidazole), C1CC(=O)C2=C1C=CC(=C2)C(=O)O (1-indanone-6-carboxylic acid), COCCN (2-methoxyethylamine). The solvent is CN(C=O)C (N,N-dimethylformamide), ClCCl (dichloromethane). Conditions: time 1 hour. The product is COCCNC(=O)C=1C=C2C(CCC2=CC1)=O (N-(2-methoxyethyl)-3-oxoindan-5-carboxamide). The yield is 80.2%. RXN SMILES: [CH2:1]1[C:6]2[CH:7]=[CH:8][C:9]([C:11]([OH:13])=O)=[CH:10][C:5]=2[C:3](=[O:4])[CH2:2]1.C(N1C=CN=C1)(N1C=CN=C1)=O.[CH3:26][O:27][CH2:28][CH2:29][NH2:30]>CN(C)C=O.ClCCl>[CH3:26][O:27][CH2:28][CH2:29][NH:30][C:11]([C:9]1[CH:10]=[C:5]2[C:6](=[CH:7][CH:8]=1)[CH2:1][CH2:2][C:3]2=[O:4])=[O:13]. Procedure details: To a suspension of 1-indanone-6-carboxylic acid (1.76 g) in N,N-dimethylformamide (50 mL) was added carbonyldiimidazole (3.24 g), and the mixture was stirred at room temperature for 1 hour. Thereto was added a solution of 2-methoxyethylamine (3.76 g) in dichloromethane (50 mL) under ice cooling, and the mixture was stirred at room temperature for 4 hours. The reaction solution was concentrated under reduced pressure, and then dissolved in chloroform. The organic layer was washed with aqueous sat... Reactants: NC(=O)c1ccccc1N, ClCCN1CCN(CCc2ccccc2)CC1, CC(=O)[O-], Cl, Cl, [NH4+], [Na+], [OH-], O. Product: NC(=O)c1ccccc1NCCN1CCN(CCc2ccccc2)CC1, Cl. RXN SMILES: [C:1]([c:2]1[c:3]([NH2:4])[cH:5][cH:6][cH:7][cH:8]1)(=[O:9])[NH2:10].[CH2:13]([CH2:14][c:15]1[cH:16][cH:17][cH:18][cH:19][cH:20]1)[N:21]1[CH2:22][CH2:23][N:24]([CH2:27][CH2:28][Cl:29])[CH2:25][CH2:26]1.[CH3:31][C:32](=[O:33])[O-:34].[ClH:11].[ClH:12].[NH4+:36].[Na+:30].[OH-:35].[OH2:37]>>[C:1]([c:2]1[c:3]([NH:4][CH2:28][CH2:27][N:24]2[CH2:23][CH2:22][N:21]([CH2:13][CH2:14][c:15]3[cH:16][cH:17][cH:18][cH:19][cH:20]3)[CH2:26][CH2:25]2)[cH:5][cH:6][cH:7][cH:8]1)(=[O:9])[NH2:10].[ClH:29]. Reactants: ClC1=C(COC=2C=C(C=CC2)C(CCC(=O)OCC)=O)C(=CC=C1)Cl (Ethyl 4-(3-(2,6-Dichlorobenzyloxy)phenyl)-4-oxobutanoate), [OH-].[Na+] (NaOH). The solvent is C(C)O (ethanol). Conditions: time 3 hour. Yields the product ClC1=C(COC=2C=C(C=CC2)C(CCC(=O)O)=O)C(=CC=C1)Cl (4-(3-(2,6-Dichlorobenzyloxy)phenyl)-4-oxobutanoic acid). Reaction SMILES: [Cl:1][C:2]1[CH:24]=[CH:23][CH:22]=[C:21]([Cl:25])[C:3]=1[CH2:4][O:5][C:6]1[CH:7]=[C:8]([C:12](=[O:20])[CH2:13][CH2:14][C:15]([O:17]CC)=[O:16])[CH:9]=[CH:10][CH:11]=1.[OH-].[Na+]>C(O)C>[Cl:1][C:2]1[CH:24]=[CH:23][CH:22]=[C:21]([Cl:25])[C:3]=1[CH2:4][O:5][C:6]1[CH:7]=[C:8]([C:12](=[O:20])[CH2:13][CH2:14][C:15]([OH:17])=[O:16])[CH:9]=[CH:10][CH:11]=1 |f:1.2|. Procedure details: A solution of Ethyl 4-(3-(2,6-Dichlorobenzyloxy)phenyl)-4-oxobutanoate (Step B, 14.86 g, 39 mmol) in abs ethanol (100 ml) was treated with 1N NaOH (60 ml) at room temperature. The reaction mixture was stirred for 3 hours, or until all the starting material is gone, concentrated and diluted with chloroform and washed with 1M HCl to bring the pH to 3.5-4. The organic layer was washed with brine, dried over Na2SO4, filtered, concentrated and purified by flash chromatography on a silica gel column (... Procedure details: Benzaldehyde was used as a starting material, otherwise this compound was prepared in a similar manner to Compound 1, using Procedure K. The product is C(C)OC(CN1C(=C(C2=CC(=CC=C12)F)CC1=CC=CC=C1)C)=O (2-(3-Benzyl-5-fluoro-2-methyl-1H-indol-1-yl)acetic acid ethyl ester). Starting materials: C(C1=CC=CC=C1)=O (Benzaldehyde), C1(CCCCC1)S(=O)(=O)C1=C(CC2=C(N(C3=CC=C(C=C23)F)CC(=O)O)C)C=CC=C1 (2-(3-(2-(Cyclohexylsulfonyl)benzyl)-5-fluoro-2-methyl-1H-indol-1-yl)acetic Acid). Reaction SMILES: [CH:1](=O)[C:2]1C=CC=CC=1.C1(S([C:18]2[CH:39]=[CH:38][CH:37]=[CH:36][C:19]=2[CH2:20][C:21]2[C:29]3[C:24](=[CH:25][CH:26]=[C:27]([F:30])[CH:28]=3)[N:23]([CH2:31][C:32]([OH:34])=[O:33])[C:22]=2[CH3:35])(=O)=O)CCCCC1>>[CH2:1]([O:34][C:32](=[O:33])[CH2:31][N:23]1[C:24]2[C:29](=[CH:28][C:27]([F:30])=[CH:26][CH:25]=2)[C:21]([CH2:20][C:19]2[CH:36]=[CH:37][CH:38]=[CH:39][CH:18]=2)=[C:22]1[CH3:35])[CH3:2]. Starting materials: FC(C(=CF)C(C(C)(F)F)(F)F)(F)F (2-trifluoromethyl-1,3,3,4,4-pentafluoro-1-pentene), F (hydrogen fluoride). Yields the product FC(C(C(F)F)C(C(C)(F)F)(F)F)(F)F (2-trifluoromethyl-1,1,3,3,4,4-hexafluoropentane). As a reaction SMILES: [F:1][C:2]([F:14])([F:13])[C:3]([C:6]([F:12])([F:11])[C:7]([F:10])([F:9])[CH3:8])=[CH:4][F:5].[FH:15]>>[F:1][C:2]([F:13])([F:14])[CH:3]([C:6]([F:11])([F:12])[C:7]([F:10])([F:9])[CH3:8])[CH:4]([F:15])[F:5]. Reported procedure: CF3 may then be added to the 3,3,4,4-tetrafluoro-1-pentene to form 2-trifluoromethyl-1,3,3,4,4-pentafluoropentane which may then be dehydrogenated to form 2-trifluoromethyl-1,3,3,4,4-pentafluoro-1-pentene. The 2-trifluoromethyl-1,3,3,4,4-pentafluoro-1-pentene may then be reacted with hydrogen fluoride to form 2-trifluoromethyl-1,1,3,3,4,4-hexafluoropentane which may then be dehydrogenated to form 2-trifluoromethyl-1,1,3,3,4,4-hexafluoro-1-pentene which may then be reacted with hydrogen fluoride ... Starting materials: [C-]#N, [C-]#N, CN(C)C=O, Cc1nc2c(Cl)ccc(OS(=O)(=O)C(F)(F)F)c2c(C)c1Cc1ccc(Cl)cc1, O, [Zn+2], c1ccc(P(c2ccccc2)(c2ccccc2)[Pd](P(c2ccccc2)(c2ccccc2)c2ccccc2)(P(c2ccccc2)(c2ccccc2)c2ccccc2)P(c2ccccc2)(c2ccccc2)c2ccccc2)cc1. Product: Cc1nc2c(Cl)ccc(C#N)c2c(C)c1Cc1ccc(Cl)cc1. As a reaction SMILES: [C-:36]#[N:37].[C-:39]#[N:40].[CH3:30][N:31]([CH3:32])[CH:33]=[O:34].[Cl:1][c:2]1[cH:3][cH:4][c:5]([O:22][S:23]([C:24]([F:25])([F:26])[F:27])(=[O:28])=[O:29])[c:6]2[c:7]([CH3:21])[c:8]([CH2:13][c:14]3[cH:15][cH:16][c:17]([Cl:20])[cH:18][cH:19]3)[c:9]([CH3:12])[n:10][c:11]12.[OH2:35].[Zn+2:38].[cH:41]1[cH:42][cH:43][c:44]([P:45]([Pd:46]([P:47]([c:48]2[cH:49][cH:50][cH:51][cH:52][cH:53]2)([c:54]2[cH:55][cH:56][cH:57][cH:58][cH:59]2)[c:60]2[cH:61][cH:62][cH:63][cH:64][cH:65]2)([P:66]([c:67]2[cH:68][cH:69][cH:70][cH:71][cH:72]2)([c:73]2[cH:74][cH:75][cH:76][cH:77][cH:78]2)[c:79]2[cH:80][cH:81][cH:82][cH:83][cH:84]2)[P:85]([c:86]2[cH:87][cH:88][cH:89][cH:90][cH:91]2)([c:92]2[cH:93][cH:94][cH:95][cH:96][cH:97]2)[c:98]2[cH:99][cH:100][cH:101][cH:102][cH:103]2)([c:104]2[cH:105][cH:106][cH:107][cH:108][cH:109]2)[c:110]2[cH:111][cH:112][cH:113][cH:114][cH:115]2)[cH:116][cH:117]1>>[Cl:1][c:2]1[cH:3][cH:4][c:5]([C:30]#[N:31])[c:6]2[c:7]([CH3:21])[c:8]([CH2:13][c:14]3[cH:15][cH:16][c:17]([Cl:20])[cH:18][cH:19]3)[c:9]([CH3:12])[n:10][c:11]12.